From a dataset of the Open Reaction Database (ORD), a public repository of structured organic reaction records. describe an organic reaction: reactants, conditions, products, and yield Reactants: O=C(n1ccnc1)n1ccnc1, C1CCOC1, C[Si](C)(C)[N-][Si](C)(C)C, [Li+], Nc1oncc1-c1ccccc1, O=C1C2CNCCN2C(=O)N1C1CC1c1ccccc1. Product: O=C(Nc1oncc1-c1ccccc1)N1CCN2C(=O)N(C3CC3c3ccccc3)C(=O)C2C1. Reaction SMILES: [C:23](=[O:24])([n:25]1[cH:26][cH:27][n:28][cH:29]1)[n:30]1[cH:31][cH:32][n:33][cH:34]1.[CH2:55]1[O:56][CH2:57][CH2:58][CH2:59]1.[CH3:14][Si:15]([N-:16][Si:17]([CH3:18])([CH3:19])[CH3:20])([CH3:21])[CH3:22].[Li+:13].[c:1]1(-[c:7]2[cH:8][n:9][o:10][c:11]2[NH2:12])[cH:2][cH:3][cH:4][cH:5][cH:6]1.[c:35]1([CH:41]2[CH:42]([N:44]3[C:45](=[O:54])[N:46]4[CH:47]([CH2:48][NH:49][CH2:50][CH2:51]4)[C:52]3=[O:53])[CH2:43]2)[cH:36][cH:37][cH:38][cH:39][cH:40]1>>[c:1]1(-[c:7]2[cH:8][n:9][o:10][c:11]2[NH:12][C:23](=[O:24])[N:49]2[CH2:48][CH:47]3[N:46]([C:45](=[O:54])[N:44]([CH:42]4[CH:41]([c:35]5[cH:36][cH:37][cH:38][cH:39][cH:40]5)[CH2:43]4)[C:52]3=[O:53])[CH2:51][CH2:50]2)[cH:2][cH:3][cH:4][cH:5][cH:6]1. Reactants: O=C([O-])[O-], CCOC(Cc1ccc(O)cc1Cl)C(=O)OC, Cc1ccccc1-c1nc(CCl)c(C)o1, [Cs+], [Cs+], [I-], [K+]. Yields the product CCOC(Cc1ccc(OCc2nc(-c3ccccc3C)oc2C)cc1Cl)C(=O)OC. RXN SMILES: [C:33](=[O:34])([O-:35])[O-:36].[CH3:1][O:2][C:3]([CH:4]([CH2:5][c:6]1[c:7]([Cl:13])[cH:8][c:9]([OH:12])[cH:10][cH:11]1)[O:14][CH2:15][CH3:16])=[O:17].[Cl:18][CH2:19][c:20]1[n:21][c:22](-[c:26]2[c:27]([CH3:32])[cH:28][cH:29][cH:30][cH:31]2)[o:23][c:24]1[CH3:25].[Cs+:37].[Cs+:38].[I-:40].[K+:39]>>[CH3:1][O:2][C:3]([CH:4]([CH2:5][c:6]1[c:7]([Cl:13])[cH:8][c:9]([O:12][CH2:19][c:20]2[n:21][c:22](-[c:26]3[c:27]([CH3:32])[cH:28][cH:29][cH:30][cH:31]3)[o:23][c:24]2[CH3:25])[cH:10][cH:11]1)[O:14][CH2:15][CH3:16])=[O:17]. Reactants: CC(CCl)CC1=CC=C(C=C1)Br (2-methyl-3-(4-bromophenyl)-propyl chloride), C[C@@H]1CNC[C@@H](O1)C (cis-2,6-dimethylmorpholine), C(=O)([O-])[O-].[Na+].[Na+] (Na2CO3). Run in O (water). Product: BrC1=CC=C(C=C1)CC(CN1C[C@H](O[C@H](C1)C)C)C (4-[3-(4-bromophenyl)-2-methylpropyl]-cis-2,6-dimethylmorpholine). RXN SMILES: [CH3:1][CH:2]([CH2:5][C:6]1[CH:11]=[CH:10][C:9]([Br:12])=[CH:8][CH:7]=1)[CH2:3]Cl.[CH3:13][C@H:14]1[O:19][C@@H:18]([CH3:20])[CH2:17][NH:16][CH2:15]1.C([O-])([O-])=O.[Na+].[Na+]>O>[Br:12][C:9]1[CH:10]=[CH:11][C:6]([CH2:5][CH:2]([CH3:1])[CH2:3][N:16]2[CH2:15][C@H:14]([CH3:13])[O:19][C@H:18]([CH3:20])[CH2:17]2)=[CH:7][CH:8]=1 |f:2.3.4|. Procedure: 15 parts of 2-methyl-3-(4-bromophenyl)-propyl chloride and 28 parts of cis-2,6-dimethylmorpholine were stirred at 150° C. for 8 hours. The reaction mixture was cooled, poured into 100 parts of water, brought to pH 9-10 with saturated aqueous Na2CO3 solution and extracted with methylene chloride. The organic phase was dried and concentrated and the residue was distilled to give, at a boiling point of 100°-102° C./0.01 mbar, 15.8 parts of 4-[3-(4-bromophenyl)-2-methylpropyl]-cis-2,6-dimethylmorpho... Product: C1(=CC=CC=C1)S(=O)(=O)C(C1=NC(=NO1)CNC(C)=O)(F)C1CC2=C(NC=3C=CC(=CC23)Cl)C1 ((RS,SR)-N-{5-[benzenesulfonyl-(7-chloro-1,2,3,4-tetrahydro-cyclopenta[b]indol-2-yl)-fluoro-methyl]-[1,2,4]oxadiazol-3-ylmethyl}-acetamide). Procedure details: To a stirred solution of 57 mg (0.123 mmol) of (RS,SR)-C-{5-[benzenesulfonyl-(7-chloro-1,2,3,4-tetrahydro-cyclopenta[b]indol-2-yl)-fluoro-methyl]-[1,2,4]oxadiazol-3-yl}-methylamine in 5 mL of THF, 20 μL (0.123 mmol, 1 eq) of Huenig base and 11.6 μL (0.123 mmol, 1 eq) of acetic anhydride were added at 0° C. After 30 min., the reaction mixture was quenched by addition of an aqueous solution of NaHCO3 and extracted with CH2Cl2. The combined organic phases were dried over Na2SO4, filtered and evapor... Run at time 30 minute. Starting materials: C1(=CC=CC=C1)S(=O)(=O)C(C1=NC(=NO1)CN)(F)C1CC2=C(NC=3C=CC(=CC23)Cl)C1 ((RS,SR)-C-{5-[benzenesulfonyl-(7-chloro-1,2,3,4-tetrahydro-cyclopenta[b]indol-2-yl)-fluoro-methyl]-[1,2,4]oxadiazol-3-yl}-methylamine), CCN(C(C)C)C(C)C (Huenig base), C(C)(=O)OC(C)=O (acetic anhydride). Yield: 48.5%. Reaction SMILES: [C:1]1([S:7]([C:10]([CH:19]2[CH2:31][C:22]3[NH:23][C:24]4[CH:25]=[CH:26][C:27]([Cl:30])=[CH:28][C:29]=4[C:21]=3[CH2:20]2)([F:18])[C:11]2[O:15][N:14]=[C:13]([CH2:16][NH2:17])[N:12]=2)(=[O:9])=[O:8])[CH:6]=[CH:5][CH:4]=[CH:3][CH:2]=1.CCN(C(C)C)C(C)C.[C:41](OC(=O)C)(=[O:43])[CH3:42]>C1COCC1>[C:1]1([S:7]([C:10]([CH:19]2[CH2:31][C:22]3[NH:23][C:24]4[CH:25]=[CH:26][C:27]([Cl:30])=[CH:28][C:29]=4[C:21]=3[CH2:20]2)([F:18])[C:11]2[O:15][N:14]=[C:13]([CH2:16][NH:17][C:41](=[O:43])[CH3:42])[N:12]=2)(=[O:9])=[O:8])[CH:2]=[CH:3][CH:4]=[CH:5][CH:6]=1. The solvent is C1CCOC1 (THF). Starting materials: B(Br)(Br)Br (Boron tribromide), solution, COC=1C=C(C=CC1)C1=CN=C(N1)C1=CC(=NC=C1)N1CCN(CC1)C(C)C (1-{4-[5(3-methoxy-phenyl)-1H-imidazol-2-yl]-pyridin-2-yl}-4-isopropyl-piperazine). Solvent: ClCCl (dichloromethane), ClCCl (dichloromethane). Run at time 8 hour. Product: OC=1C=C(C=CC1)C1=CN=C(N1)C1=CC(=NC=C1)N1CCN(CC1)C(C)C (1-{4-[5(3-Hydroxy-phenyl)-1H-imidazol-2-yl]-pyridin-2-yl}-4-isopropyl-piperazine). Reaction SMILES: B(Br)(Br)Br.C[O:6][C:7]1[CH:8]=[C:9]([C:13]2[NH:17][C:16]([C:18]3[CH:23]=[CH:22][N:21]=[C:20]([N:24]4[CH2:29][CH2:28][N:27]([CH:30]([CH3:32])[CH3:31])[CH2:26][CH2:25]4)[CH:19]=3)=[N:15][CH:14]=2)[CH:10]=[CH:11][CH:12]=1>ClCCl>[OH:6][C:7]1[CH:8]=[C:9]([C:13]2[NH:17][C:16]([C:18]3[CH:23]=[CH:22][N:21]=[C:20]([N:24]4[CH2:25][CH2:26][N:27]([CH:30]([CH3:32])[CH3:31])[CH2:28][CH2:29]4)[CH:19]=3)=[N:15][CH:14]=2)[CH:10]=[CH:11][CH:12]=1. Procedure details: Boron tribromide (25 mL of a 1 M solution in dichloromethane) was added to a solution of 1-{4-[5(3-methoxy-phenyl)-1H-imidazol-2-yl]-pyridin-2-yl}-4-isopropyl-piperazine (1.94 g) in dichloromethane. The resultant yellow suspension was kept at ambient temperature overnight and then quenched by the addition of ice and diluted with water. The resultant mixture was stirred for 30 min and then filtered. The filtrate was extracted with 3N HCl, the solids that had been removed were recombined with the ... The reactants are CS(=O)(=O)Cl, ClCCl, Fc1ccc(N2CCNCC2)cc1, c1ccncc1. The product is CS(=O)(=O)N1CCN(c2ccc(F)cc2)CC1. As a reaction SMILES: [CH3:20][S:21]([Cl:22])(=[O:23])=[O:24].[Cl:25][CH2:26][Cl:27].[F:1][c:2]1[cH:3][cH:4][c:5]([N:8]2[CH2:9][CH2:10][NH:11][CH2:12][CH2:13]2)[cH:6][cH:7]1.[cH:14]1[cH:15][cH:16][n:17][cH:18][cH:19]1>>[F:1][c:2]1[cH:3][cH:4][c:5]([N:8]2[CH2:9][CH2:10][N:11]([S:21]([CH3:20])(=[O:23])=[O:24])[CH2:12][CH2:13]2)[cH:6][cH:7]1.